describe an organic reaction: reactants, conditions, products, and yield From a dataset of the Open Reaction Database (ORD), a public repository of structured organic reaction records. Starting materials: C(=O)(O)C=1N=CC2=CC=CC=C2C1 (3-carboxyisoquinoline), C(=O)(O)C1=NC2=C(C=CC=C2C=C1)[N+](=O)[O-] (2-carboxy-8-nitroquinoline). Product: C(=O)(O)C=1N=CC2=CC=CC(=C2C1)[N+](=O)[O-] (3-Carboxy-5-nitroisoquinoline), example 10. Isolated yield 93.0%. Reaction SMILES: C(C1N=CC2C(C=1)=CC=CC=2)(O)=O.[C:14]([C:17]1[CH:26]=[CH:25][C:24]2[C:19](=[C:20]([N+:27]([O-:29])=[O:28])[CH:21]=[CH:22][CH:23]=2)[N:18]=1)([OH:16])=[O:15]>>[C:14]([C:17]1[N:18]=[CH:19][C:24]2[C:25]([CH:26]=1)=[C:20]([N+:27]([O-:29])=[O:28])[CH:21]=[CH:22][CH:23]=2)([OH:16])=[O:15]. Reported procedure: 3-Carboxy-5-nitroisoquinoline was prepared from 3-carboxyisoquinoline using a method similar to that used for the preparation of 2-carboxy-8-nitroquinoline in example 10 (Yield: 93%). The reactants are OC1=C(C=CC(=C1)C(C)=O)C1=C(C=C(C=C1)C(C)=O)O (1,1′-(2,2′-dihydroxy-[1,1′-biphenyl]-4,4′-diyl)-diethanone), BrCCCCBr (1,4-dibromobutane). Product: C1=CC(=CC=2OCCCCOC3=C(C21)C=CC(=C3)C(C)=O)C(C)=O (1,1′-(6,7,8,9-tetrahydrodibenzo[b,d][1,6]dioxecine-3,12-diyl)diethanone). RXN SMILES: [OH:1][C:2]1[CH:7]=[C:6]([C:8](=[O:10])[CH3:9])[CH:5]=[CH:4][C:3]=1[C:11]1[CH:16]=[CH:15][C:14]([C:17](=[O:19])[CH3:18])=[CH:13][C:12]=1[OH:20].Br[CH2:22][CH2:23][CH2:24][CH2:25]Br>>[CH:4]1[C:3]2[C:11]3[CH:16]=[CH:15][C:14]([C:17](=[O:19])[CH3:18])=[CH:13][C:12]=3[O:20][CH2:25][CH2:24][CH2:23][CH2:22][O:1][C:2]=2[CH:7]=[C:6]([C:8](=[O:10])[CH3:9])[CH:5]=1. Procedure: was synthesized from 1,1′-(2,2′-dihydroxy-[1,1′-biphenyl]-4,4′-diyl)-diethanone and 1,4-dibromobutane by following an analogous procedure described in Step 1, Example 1. m/z 325.2 (M+H)+. Reactants: CNc1ccc(O)cc1, Clc1nc2ccccc2nc1Cl, Clc1cc2nc(Cl)c(Cl)nc2cc1Cl, O=S(=O)(O)O. The product is CN(c1ccc(O)cc1)c1nc2cc(Cl)c(Cl)cc2nc1Cl. RXN SMILES: [CH3:32][NH:33][c:34]1[cH:35][cH:36][c:37]([OH:40])[cH:38][cH:39]1.[Cl:15][c:16]1[c:17]([Cl:18])[n:19][c:20]2[c:21]([cH:22][cH:23][cH:24][cH:25]2)[n:26]1.[Cl:1][c:2]1[n:3][c:4]2[cH:5][c:6]([Cl:14])[c:7]([Cl:13])[cH:8][c:9]2[n:10][c:11]1[Cl:12].[S:27]([OH:28])([OH:29])(=[O:30])=[O:31]>>[c:2]1([N:33]([CH3:32])[c:34]2[cH:35][cH:36][c:37]([OH:40])[cH:38][cH:39]2)[n:3][c:4]2[cH:5][c:6]([Cl:14])[c:7]([Cl:13])[cH:8][c:9]2[n:10][c:11]1[Cl:12].